From a dataset of the Open Reaction Database (ORD), a public repository of structured organic reaction records. describe an organic reaction: reactants, conditions, products, and yield Starting materials: COc1ncccc1-c1cc(N)c(OC)c(C(C)(C)C)c1, ClCCl, O=C(Cl)c1ccc([N+](=O)[O-])cc1. Product: COc1ncccc1-c1cc(NC(=O)c2ccc([N+](=O)[O-])cc2)c(OC)c(C(C)(C)C)c1. Reaction SMILES: [C:1]([CH3:2])([CH3:3])([CH3:4])[c:5]1[c:6]([O:20][CH3:21])[c:7]([NH2:19])[cH:8][c:9](-[c:11]2[c:12]([O:17][CH3:18])[n:13][cH:14][cH:15][cH:16]2)[cH:10]1.[Cl:34][CH2:35][Cl:36].[N+:22](=[O:23])([O-:24])[c:25]1[cH:26][cH:27][c:28]([C:29](=[O:30])[Cl:31])[cH:32][cH:33]1>>[C:1]([CH3:2])([CH3:3])([CH3:4])[c:5]1[c:6]([O:20][CH3:21])[c:7]([NH:19][C:29]([c:28]2[cH:27][cH:26][c:25]([N+:22](=[O:23])[O-:24])[cH:33][cH:32]2)=[O:30])[cH:8][c:9](-[c:11]2[c:12]([O:17][CH3:18])[n:13][cH:14][cH:15][cH:16]2)[cH:10]1. The reactants are C(C)(C)(C)C(OC=1C=C(C=CC1)CC(C)=O)C(=O)O (m-(t-butylcarboxymethoxy)phenyl acetone). Run in FC(C(=O)O)(F)F (trifluoroacetic acid). Conditions: time 5 minute. Product: C(=O)(O)COC=1C=C(C=CC1)CC(C)=O (m-(carboxymethoxy)phenyl acetone). As a reaction SMILES: C([CH:5]([C:17]([OH:19])=[O:18])[O:6][C:7]1[CH:8]=[C:9]([CH2:13][C:14](=[O:16])[CH3:15])[CH:10]=[CH:11][CH:12]=1)(C)(C)C>FC(F)(F)C(O)=O>[C:17]([CH2:5][O:6][C:7]1[CH:8]=[C:9]([CH2:13][C:14](=[O:16])[CH3:15])[CH:10]=[CH:11][CH:12]=1)([OH:19])=[O:18]. Reported procedure: To m-(t-butylcarboxymethoxy)phenyl acetone, 6.7 g, was added trifluoroacetic acid (40 ml) at room temperature under nitrogen. After five minutes, reaction was found to be completed by tlc (silica gel eluted with 1:9 parts by volume methanol:methylene chloride) and the solvent was then evaporated to dryness. The resulting brown oil showed the desired product and trace of starting material on tlc. IR showed characteristic carboxylic acid peak at 3600-2450 cm-1. As a reaction SMILES: [C:12](=[O:13])([O-:14])[O-:15].[Cl:1][c:2]1[c:3]([F:11])[c:4]([CH:5]=[O:6])[c:7]([OH:10])[cH:8][cH:9]1.[ClH:29].[F:18][C:19]([CH:20]=[CH:21][C:22](=[O:23])[O:24][CH2:25][CH3:26])([F:27])[F:28].[K+:16].[K+:17].[O:30]=[CH:31][N:32]([CH3:33])[CH3:34]>>[Cl:1][c:2]1[c:3]([F:11])[c:4]2[c:7]([cH:8][cH:9]1)[O:10][CH:20]([C:19]([F:18])([F:27])[F:28])[C:21]([C:22](=[O:23])[O:24][CH2:25][CH3:26])=[CH:5]2. The product is CCOC(=O)C1=Cc2c(ccc(Cl)c2F)OC1C(F)(F)F. The reactants are O=C([O-])[O-], O=Cc1c(O)ccc(Cl)c1F, Cl, CCOC(=O)C=CC(F)(F)F, [K+], [K+], CN(C)C=O. Solvent: CN(C=O)C (dimethylformamide). Procedure details: To a solution of (±)-3-(7-methyl-1H-indazol-5-yl)-2-{[4-(2-oxo-1,4-dihydro-2H-quinazolin-3-yl)-piperidine-1-carbonyl]-amino}-propionic acid (50 mg, 0.105 mmol), EDCI (100 mg), and 4-dimethylaminopyridine (0.2 equiv.) in dimethylformamide was added aza-bicyclo[2.2.2]oct-3-yl alcohol (0.525 mmol, 5 equiv.). The mixture was stirred at room temperature overnight. The solvent was removed in vacuo and the residue was dissolved in ethyl acetate, washed with brine, dried over magnesium sulfate, and puri... Reaction conditions: time 8 hour. The reagents and catalysts are CN(C1=CC=NC=C1)C (4-dimethylaminopyridine). As a reaction SMILES: [CH3:1][C:2]1[CH:3]=[C:4]([CH2:11][CH:12]([NH:16][C:17]([N:19]2[CH2:24][CH2:23][CH:22]([N:25]3[CH2:34][C:33]4[C:28](=[CH:29][CH:30]=[CH:31][CH:32]=4)[NH:27][C:26]3=[O:35])[CH2:21][CH2:20]2)=[O:18])[C:13]([OH:15])=[O:14])[CH:5]=[C:6]2[C:10]=1[NH:9][N:8]=[CH:7]2.CCN=C=NCCCN(C)C.[N:47]12[CH2:54][CH2:53][CH:50]([CH2:51][CH2:52]1)[CH:49](O)[CH2:48]2>CN(C)C1C=CN=CC=1.CN(C)C=O>[N:47]12[CH2:54][CH2:53][CH:50]([CH2:51][CH2:52]1)[CH:49]([O:14][C:13](=[O:15])[CH:12]([NH:16][C:17]([N:19]1[CH2:20][CH2:21][CH:22]([N:25]3[CH2:34][C:33]4[C:28](=[CH:29][CH:30]=[CH:31][CH:32]=4)[NH:27][C:26]3=[O:35])[CH2:23][CH2:24]1)=[O:18])[CH2:11][C:4]1[CH:5]=[C:6]3[C:10](=[C:2]([CH3:1])[CH:3]=1)[NH:9][N:8]=[CH:7]3)[CH2:48]2. Yields the product N12CC(C(CC1)CC2)OC(C(CC=2C=C1C=NNC1=C(C2)C)NC(=O)N2CCC(CC2)N2C(NC1=CC=CC=C1C2)=O)=O ((±)-3-(7-Methyl-1H-indazol-5-yl)-2-{[4-(2-oxo-1,4-dihydro-2H-quinazolin-3-yl)-piperidine-1-carbonyl]-amino}-propionic acid 1-aza-bicyclo[2.2.2]oct-3-yl ester). The reactants are CC=1C=C(C=C2C=NNC12)CC(C(=O)O)NC(=O)N1CCC(CC1)N1C(NC2=CC=CC=C2C1)=O ((±)-3-(7-methyl-1H-indazol-5-yl)-2-{[4-(2-oxo-1,4-dihydro-2H-quinazolin-3-yl)-piperidine-1-carbonyl]-amino}-propionic acid), CCN=C=NCCCN(C)C (EDCI), N12CC(C(CC1)CC2)O (aza-bicyclo[2.2.2]oct-3-yl alcohol).